Dataset: the Open Reaction Database (ORD), a public repository of structured organic reaction records. Task: describe an organic reaction: reactants, conditions, products, and yield Reactants: BrC=1N=CC(=NC1)N (5-bromo-2-aminopyrazine), C1COCCOCCOCCOCCOCCO1 (18-crown-6), [C-]#N.[K+] (potassium cyanide), C(Cl)(Cl)Cl (chloroform). The reagents and catalysts are [Cu]I (CuI), C=1C=CC(=CC1)[P](C=2C=CC=CC2)(C=3C=CC=CC3)[Pd]([P](C=4C=CC=CC4)(C=5C=CC=CC5)C=6C=CC=CC6)([P](C=7C=CC=CC7)(C=8C=CC=CC8)C=9C=CC=CC9)[P](C=1C=CC=CC1)(C=1C=CC=CC1)C=1C=CC=CC1 (Pd(PPh3)4). Solvent: CN(C=O)C (dimethylformamide). Reaction conditions: time 20 minute. Yields the product NC1=NC=C(N=C1)C#N (2-amino-5-cyanopyrazine). Yield: 60.0%. RXN SMILES: Br[C:2]1[N:3]=[CH:4][C:5]([NH2:8])=[N:6][CH:7]=1.C1OCCOCCOCCOCCOCCOC1.[C-:27]#[N:28].[K+].C(Cl)(Cl)Cl>CN(C)C=O.[Cu]I.C1C=CC([P]([Pd]([P](C2C=CC=CC=2)(C2C=CC=CC=2)C2C=CC=CC=2)([P](C2C=CC=CC=2)(C2C=CC=CC=2)C2C=CC=CC=2)[P](C2C=CC=CC=2)(C2C=CC=CC=2)C2C=CC=CC=2)(C2C=CC=CC=2)C2C=CC=CC=2)=CC=1>[NH2:8][C:5]1[CH:4]=[N:3][C:2]([C:27]#[N:28])=[CH:7][N:6]=1 |f:2.3,^1:44,46,65,84|. Reported procedure: To a stirred solution of 5-bromo-2-aminopyrazine (1.0 g, 5.8 mmol), CuI (2.76 g, 14.5 mmol), 18-crown-6 (121 mg; 0.46 mmol), potassium cyanide (943 mg; 14.5 mmol) in dimethylformamide (20 mL) was added Pd(PPh3)4 (196 mg; 0.17 mmol). After stirring at room temperature for 20 minutes the reaction was placed in an oil bath at 155° C. for 2 hours. The reaction was allowed to cool to room temperature and then poured into chloroform (300 mL). A precipitate formed that was filtered and triturated with ... Starting materials: CN(C)C=O, CC(C)Oc1ccc(S(C)(=O)=O)cc1C(=O)N1CCC(OS(C)(=O)=O)CC1, [H-], [Na+], N#Cc1ccc(O)cc1. The product is CC(C)Oc1ccc(S(C)(=O)=O)cc1C(=O)N1CCC(Oc2ccc(C#N)cc2)CC1. RXN SMILES: [CH3:39][N:40]([CH3:41])[CH:42]=[O:43].[CH:12]([CH3:13])([CH3:14])[O:15][c:16]1[c:17]([C:18](=[O:19])[N:20]2[CH2:21][CH2:22][CH:23]([O:26][S:27]([CH3:28])(=[O:29])=[O:30])[CH2:24][CH2:25]2)[cH:31][c:32]([S:35](=[O:36])(=[O:37])[CH3:38])[cH:33][cH:34]1.[H-:10].[Na+:11].[OH:1][c:2]1[cH:3][cH:4][c:5]([C:8]#[N:9])[cH:6][cH:7]1>>[O:1]([c:2]1[cH:3][cH:4][c:5]([C:8]#[N:9])[cH:6][cH:7]1)[CH:23]1[CH2:22][CH2:21][N:20]([C:18]([c:17]2[c:16]([O:15][CH:12]([CH3:13])[CH3:14])[cH:34][cH:33][c:32]([S:35](=[O:36])(=[O:37])[CH3:38])[cH:31]2)=[O:19])[CH2:25][CH2:24]1. Starting materials: COC(=O)C1C(C(=O)OC)N(Cc2ccccc2)C(=O)N1Cc1ccccc1, ClC(Cl)Cl, O=P([O-])([O-])[O-], O=S(=O)(O)O. Yields the product COC(=O)C1C(C(=O)O)N(Cc2ccccc2)C(=O)N1Cc1ccccc1. Reaction SMILES: [CH2:1]([c:2]1[cH:3][cH:4][cH:5][cH:6][cH:7]1)[N:8]1[C:9](=[O:28])[N:10]([CH2:21][c:22]2[cH:23][cH:24][cH:25][cH:26][cH:27]2)[CH:11]([C:17](=[O:18])[O:19][CH3:20])[CH:12]1[C:13](=[O:14])[O:15][CH3:16].[CH:29]([Cl:30])([Cl:31])[Cl:32].[O-:38][P:39](=[O:40])([O-:41])[O-:42].[S:33](=[O:34])(=[O:35])([OH:36])[OH:37]>>[CH2:1]([c:2]1[cH:3][cH:4][cH:5][cH:6][cH:7]1)[N:8]1[C:9](=[O:28])[N:10]([CH2:21][c:22]2[cH:23][cH:24][cH:25][cH:26][cH:27]2)[CH:11]([C:17](=[O:18])[OH:19])[CH:12]1[C:13](=[O:14])[O:15][CH3:16]. The reactants are CC1=C(C(=C(C(=C1O)C)C)O)C (tetramethylhydroquinone), [OH-].[Na+] (NaOH), C(C)(C)(C)OC(CBr)=O (t-butylbromoacetate), C(=O)(C(F)(F)F)O (TFA), crude product. Run in O (H2O), C(Cl)Cl (CH2Cl2), C(Cl)Cl (CH2Cl2). Run at time 12 hour. Yields the product CC1=C(C(=C(C(=C1C)OCC(=O)O)C)C)O (2,3,5,6-Tetramethyl-4-carboxymethoxyphenol). Yield: 48.2%. RXN SMILES: [CH3:1][C:2]1[C:7]([OH:8])=[C:6]([CH3:9])[C:5]([CH3:10])=[C:4]([OH:11])[C:3]=1[CH3:12].[OH-].[Na+].C([O:19][C:20](=[O:23])[CH2:21]Br)(C)(C)C.C(O)(C(F)(F)F)=O>C(Cl)Cl.O>[CH3:1][C:2]1[C:3]([CH3:12])=[C:4]([O:11][CH2:21][C:20]([OH:23])=[O:19])[C:5]([CH3:10])=[C:6]([CH3:9])[C:7]=1[OH:8] |f:1.2|. Procedure details: A mixture of 20 mL of CH2Cl2, 20 mL H2O, 415 mg (1 eq) of tetramethylhydroquinone (D), 200 mg of NaOH, 540 mg (1.1 eq) of t-butylbromoacetate, 760 mg of C were stirred at room temperature, under argon, for 12 hr. Initially, D was not completely soluble, but with time, in 1 hr, it completely dissolved. After 12 hr, acid was added to bring the pH to 7.0, 200 mL of CH2Cl2 was added, and the reaction mixture was extracted with brine (4×200 mL), dried over Na2SO4, and evaporated under reduced pressur... The reactants are CC1=CC2=NC(=CC=C2N1S(=O)(=O)C1=CC=CC=C1)N(NC(=O)OC(C)(C)C)C(=O)OC(C)(C)C (di-tert-Butyl 1-[2-methyl-1-(phenylsulfonyl)-1H-pyrrolo[3,2-b]pyridin-5-yl]hydrazine-1,2-dicarboxylate), CC(=O)O (AcOH). Yields the product CC1=NN=C2N1C1=C(C=C2)N(C(=C1)C)S(=O)(=O)C1=CC=CC=C1 (1,7-dimethyl-6-(phenylsulfonyl)-6H-pyrrolo[2,3-e][1,2,4]triazolo[4,3-a]pyridine). RXN SMILES: [CH3:1][C:2]1[N:10]([S:11]([C:14]2[CH:19]=[CH:18][CH:17]=[CH:16][CH:15]=2)(=[O:13])=[O:12])[C:9]2[C:4](=[N:5][C:6]([N:20](C(OC(C)(C)C)=O)[NH:21][C:22](OC(C)(C)C)=O)=[CH:7][CH:8]=2)[CH:3]=1.[CH3:36]C(O)=O>>[CH3:36][C:22]1[N:5]2[C:4]3[CH:3]=[C:2]([CH3:1])[N:10]([S:11]([C:14]4[CH:15]=[CH:16][CH:17]=[CH:18][CH:19]=4)(=[O:12])=[O:13])[C:9]=3[CH:8]=[CH:7][C:6]2=[N:20][N:21]=1. Procedure: di-tert-Butyl 1-[2-methyl-1-(phenylsulfonyl)-1H-pyrrolo[3,2-b]pyridin-5-yl]hydrazine-1,2-dicarboxylate (9.4 g, 19 mmol, from Step 3) in AcOH (150 mL) was heated in the range of 115-120° C. for 20 hours. Upon cooling to room temperature, the solvent was removed in vacuo. After this cyclization, purification via HPLC-MS (Waters XBridge C18, eluting with a gradient of MeCN/H2O containing 0.15% NH4OH) afforded 1,7-dimethyl-6-(phenylsulfonyl)-6H-pyrrolo[2,3-e][1,2,4]triazolo[4,3-a]pyridine. Reactants: FC(C(=O)OC)(F)F (methyl trifluoroacetate), CO[Si](OC)(OC)CCC1=NC=CC=C1 (2-(trimethoxysilylethyl)pyridine). The solvent is C(C)(=O)OCC (ethyl acetate), C(C)(=O)OCC (ethyl acetate). Product: FC(C(=O)[O-])(F)F.CO[Si](OC)(OC)CCC1=[N+](C=CC=C1)C (trimethoxysilylethylmethylpyridinium trifluoroacetate). RXN SMILES: [CH3:1][O:2][Si:3]([CH2:8][CH2:9][C:10]1[CH:15]=[CH:14][CH:13]=[CH:12][N:11]=1)([O:6][CH3:7])[O:4][CH3:5].[F:16][C:17]([F:23])([F:22])[C:18]([O:20]C)=[O:19]>C(OCC)(=O)C>[F:16][C:17]([F:23])([F:22])[C:18]([O-:20])=[O:19].[CH3:1][O:2][Si:3]([CH2:8][CH2:9][C:10]1[CH:15]=[CH:14][CH:13]=[CH:12][N+:11]=1[CH3:17])([O:6][CH3:7])[O:4][CH3:5] |f:3.4|. Reported procedure: 5.0 g of 2-(trimethoxysilylethyl)pyridine and 18 g of ethyl acetate were charged into a 100 mL flask to be dissolved. While stirring the resultant mixed solution with a magnetic stirrer, to the mixed solution, a solution in which 4.2 g of methyl trifluoroacetate was dissolved in 24 g of ethyl acetate was gradually added at room temperature in a nitrogen atmosphere. The reaction mixture was refluxed over 3 days and therefrom, ethyl acetate was distilled of under reduced pressure. The resultant co...